This data is from the Open Reaction Database (ORD), a public repository of structured organic reaction records. The task is: describe an organic reaction: reactants, conditions, products, and yield The reactants are C(C)(=O)OCC1=C(N2C(C(C2SC1)NC(CC1=CC=C(C=C1)CCl)=O)=O)C(=O)O (3-[(acetyloxy)methyl]-7-[[2-[4-(chloromethyl)phenyl]acetyl]amino]-8-oxo-5-thia-1-azabicyclo[4.2.0]-oct-2-ene-2-carboxylic acid), [N-]=[N+]=[N-].[Na+] (sodium azide). The solvent is CO (methanol). The product is C(C)(=O)OCC1=C(N2C(C(C2SC1)NC(CC1=CC=C(C=C1)CN=[N+]=[N-])=O)=O)C(=O)O (3-[(Acetyloxy)methyl]-7-[[2-[4-(azidomethyl)phenyl]acetyl]amino]-8-oxo-5-thia-1-azabicyclo[4.2.0]oct-2-ene-2carboxylic acid). Reaction SMILES: [C:1]([O:4][CH2:5][C:6]1[CH2:13][S:12][CH:11]2[N:8]([C:9](=[O:26])[CH:10]2[NH:14][C:15](=[O:25])[CH2:16][C:17]2[CH:22]=[CH:21][C:20]([CH2:23]Cl)=[CH:19][CH:18]=2)[C:7]=1[C:27]([OH:29])=[O:28])(=[O:3])[CH3:2].[N-:30]=[N+:31]=[N-:32].[Na+]>CO>[C:1]([O:4][CH2:5][C:6]1[CH2:13][S:12][CH:11]2[N:8]([C:9](=[O:26])[CH:10]2[NH:14][C:15](=[O:25])[CH2:16][C:17]2[CH:22]=[CH:21][C:20]([CH2:23][N:30]=[N+:31]=[N-:32])=[CH:19][CH:18]=2)[C:7]=1[C:27]([OH:29])=[O:28])(=[O:3])[CH3:2] |f:1.2|. Procedure details: A warm solution of 1 g of 3-[(acetyloxy)methyl]-7-[[2-[4-(chloromethyl)phenyl]acetyl]amino]-8-oxo-5-thia-1-azabicyclo[4.2.0]-oct-2-ene-2-carboxylic acid and 2 g. of sodium azide in 80 ml of methanol was refluxed for 4 hours after which the solvent was removed under high vacuum at room temperature. The residue was triturated with 80 ml of benzeneacetone (2:1) to give 3-[(Acetyloxy)methyl]-7-[[2-[4-(azidomethyl)phenyl]acetyl]amino]-8-oxo-5-thia-1-azabicyclo[4.2.0]oct-2-ene-2carboxylic acid. M.P. 1... Reactants: CN(C1CCOCC1)CC1=CC=C(N)C=C1 (4-[N-methyl-N-(tetrahydropyran-4-yl)aminomethyl]aniline), C(CC)C1=CC=C(C=C1)C=1C=CC2=C(C=C(CCS2(=O)=O)C(=O)O)C1 (7-(4-propylphenyl)-1,1-dioxo-2,3-dihydro-1-benzothiepine-4-carboxylic acid), S(=O)(Cl)Cl (thionyl chloride), CN(C)C=O (DMF). Solvent: C1CCOC1 (THF), C(C)N(CC)CC (triethylamine), C1CCOC1 (THF), O (water). Reaction conditions: time 4 hour. The product is CN(C1CCOCC1)CC1=CC=C(C=C1)NC(=O)C=1CCS(C2=C(C1)C=C(C=C2)C2=CC=C(C=C2)CCC)(=O)=O (N-[4-[N-methyl-N-(tetrahydropyran-4-yl)aminomethyl]phenyl]-7-(4-propylphenyl)-1,1-dioxo-2,3-dihydro-1-benzothiepine-4-carboxamide). Isolated yield 63.5%. RXN SMILES: [CH2:1]([C:4]1[CH:9]=[CH:8][C:7]([C:10]2[CH:11]=[CH:12][C:13]3[S:19](=[O:21])(=[O:20])[CH2:18][CH2:17][C:16]([C:22](O)=[O:23])=[CH:15][C:14]=3[CH:25]=2)=[CH:6][CH:5]=1)[CH2:2][CH3:3].S(Cl)(Cl)=O.CN(C=O)C.[CH3:35][N:36]([CH2:43][C:44]1[CH:50]=[CH:49][C:47]([NH2:48])=[CH:46][CH:45]=1)[CH:37]1[CH2:42][CH2:41][O:40][CH2:39][CH2:38]1>C1COCC1.O.C(N(CC)CC)C>[CH3:35][N:36]([CH2:43][C:44]1[CH:45]=[CH:46][C:47]([NH:48][C:22]([C:16]2[CH2:17][CH2:18][S:19](=[O:21])(=[O:20])[C:13]3[CH:12]=[CH:11][C:10]([C:7]4[CH:8]=[CH:9][C:4]([CH2:1][CH2:2][CH3:3])=[CH:5][CH:6]=4)=[CH:25][C:14]=3[CH:15]=2)=[O:23])=[CH:49][CH:50]=1)[CH:37]1[CH2:42][CH2:41][O:40][CH2:39][CH2:38]1. Procedure: To a solution of 7-(4-propylphenyl)-1,1-dioxo-2,3-dihydro-1-benzothiepine-4-carboxylic acid (200 mg) in THF (5 ml) were added at room temperature thionyl chloride (0.09 ml) and a drop of DMF, and the mixture was stirred for 1 hour. The solvent was evaporated under reduced pressure, and the residue was dissolved in THF (12 ml). The solution was added dropwise at 0° C. to a solution of 4-[N-methyl-N-(tetrahydropyran-4-yl)aminomethyl]aniline[122 mg (0.55 mmol)] and triethylamine (0.14 ml) in THF (2... The reactants are C(C1=CC=CC=C1)(=O)NC1CCC(N2N(C1=O)C(CCC2)C(=O)NC2C(OC(C2)=O)OCC2=CC=CC=C2)=O (9-Benzoylamino-6,10-dioxo-1,2,3,4,7,8,9,10-octahydro-N-(2-benzyloxy-5-oxotetrahydrofuran-3-yl)-6H-pyridazino[1,2-a][1,2]diazepine-1-carboxamide), [K+].[Br-] (KBr). Run in C(Cl)Cl (CH2Cl2). The product is C(C1=CC=CC=C1)(=O)NC1CCC(N2N(C1=O)C(CCC2)C(=O)NC2C(OC(C2)=O)OC2CCCC2)=O (9-Benzamido-N-(2-cyclopentyloxy-5-oxo-tetrahydrofuran-3-yl)-6,10-dioxo-1,2,3,4,7,8,9,10-octahydro-6H-pyridazino[1,2-a][1,2]diazepine-1-carboxamide). RXN SMILES: [C:1]([NH:9][CH:10]1[C:16](=[O:17])[N:15]2[CH:18]([C:22]([NH:24][CH:25]3[CH2:29][C:28](=[O:30])[O:27][CH:26]3[O:31][CH2:32][C:33]3[CH:38]=[CH:37][CH:36]=CC=3)=[O:23])[CH2:19][CH2:20][CH2:21][N:14]2[C:13](=[O:39])[CH2:12][CH2:11]1)(=[O:8])[C:2]1[CH:7]=[CH:6][CH:5]=[CH:4][CH:3]=1.[K+].[Br-]>C(Cl)Cl>[C:1]([NH:9][CH:10]1[C:16](=[O:17])[N:15]2[CH:18]([C:22]([NH:24][CH:25]3[CH2:29][C:28](=[O:30])[O:27][CH:26]3[O:31][CH:32]3[CH2:36][CH2:37][CH2:38][CH2:33]3)=[O:23])[CH2:19][CH2:20][CH2:21][N:14]2[C:13](=[O:39])[CH2:12][CH2:11]1)(=[O:8])[C:2]1[CH:7]=[CH:6][CH:5]=[CH:4][CH:3]=1 |f:1.2|. Procedure: was prepared by a similar method as 213e, (74%) as a colourless solid: mp. 172-80° C.; [α]D23 −91.5° (c 0.1, CH2Cl2); IR (KBr) 3290, 1792, 1677, 1657, 1642, 1544, 1429, 1280, 1259, 1124, 977; 1H NMR (CDCl3) δ7.80 (2H, m), 7.46 (3.5H, m), 7.00 (1H, d, J=6.7), 6.48 (0.5H, d, J=7.9), 5.55 (0.5H, d, J=5.3), 5.19 (2H, s+m), 4.93 (0.5H, m), 4.62 (1.5H, m), 4.34 (1H, m), 4.18 (0.5H, m), 3.28-2.70 (4H, m), 2.49-2.29 (2H, m), 205-1.48 (15H, m). Reactants: CCOC(C)=O, [H][H], Cc1ccc([N+](=O)[O-])cc1N1C(=O)c2ccncc2C1=O. Yields the product Cc1ccc(N)cc1N1C(=O)c2ccncc2C1=O. RXN SMILES: [CH3:24][CH2:25][O:26][C:27](=[O:28])[CH3:29].[H:22][H:23].[N+:1]([O-:2])(=[O:3])[c:4]1[cH:5][c:6]([N:11]2[C:12](=[O:13])[c:14]3[cH:15][n:16][cH:17][cH:18][c:19]3[C:20]2=[O:21])[c:7]([CH3:10])[cH:8][cH:9]1>>[NH2:1][c:4]1[cH:5][c:6]([N:11]2[C:12](=[O:13])[c:14]3[cH:15][n:16][cH:17][cH:18][c:19]3[C:20]2=[O:21])[c:7]([CH3:10])[cH:8][cH:9]1. Starting materials: CCO, O=C(O)c1ccc(-c2nc(-c3ccc(F)cc3)c(-c3ccccn3)[nH]2)cc1, O=S(=O)(O)O. Product: CCOC(=O)c1ccc(-c2nc(-c3ccc(F)cc3)c(-c3ccccn3)[nH]2)cc1. RXN SMILES: [CH2:33]([CH3:34])[OH:35].[F:1][c:2]1[cH:3][cH:4][c:5](-[c:8]2[n:9][c:10](-[c:19]3[cH:20][cH:21][c:22]([C:23](=[O:24])[OH:25])[cH:26][cH:27]3)[nH:11][c:12]2-[c:13]2[n:14][cH:15][cH:16][cH:17][cH:18]2)[cH:6][cH:7]1.[S:28](=[O:29])(=[O:30])([OH:31])[OH:32]>>[F:1][c:2]1[cH:3][cH:4][c:5](-[c:8]2[n:9][c:10](-[c:19]3[cH:20][cH:21][c:22]([C:23](=[O:24])[O:25][CH2:33][CH3:34])[cH:26][cH:27]3)[nH:11][c:12]2-[c:13]2[n:14][cH:15][cH:16][cH:17][cH:18]2)[cH:6][cH:7]1. Yield: 55.2%. The product is C12(CC1)CCOC=1C=CC=C(C12)O (2,3-dihydrospiro[chromene-4,1′-cyclopropan]-5-ol). As a reaction SMILES: COC[O:4][C:5]1[CH:10]=[CH:9][CH:8]=[C:7]2[O:11][CH2:12][CH2:13][C:14]3([CH2:16][CH2:15]3)[C:6]=12.Cl.O>CO>[C:14]12([C:6]3[C:5]([OH:4])=[CH:10][CH:9]=[CH:8][C:7]=3[O:11][CH2:12][CH2:13]1)[CH2:16][CH2:15]2. Reported procedure: 5-{[(methyloxy)methyl]oxy}-2,3-dihydrospiro[chromene-4,1′-cyclopropane] (Intermediate 220, 145 mg, 0.658 mmol) was dissolved in MeOH (6.0 mL) and a 2N aqueous solution of HCl (0.494 mL, 0.99 mmol) was added and the reaction mixture was stirred at 50° C. overnight. After addition of water, MeOH was removed under vacuum and the aqueous phase was extracted with ethyl acetate (three times). Combined organic layers were dried over Na2SO4, filtered and evaporated. The residue was purified by flash chr... Starting materials: O (water), COCOC1=C2C(=CC=C1)OCCC21CC1 (5-{[(methyloxy)methyl]oxy}-2,3-dihydrospiro[chromene-4,1′-cyclopropane]), COCOC1=C2C(=CC=C1)OCCC21CC1 (5-{[(methyloxy)methyl]oxy}-2,3-dihydrospiro[chromene-4,1′-cyclopropane]), aqueous solution, Cl (HCl). Conditions: temperature 50 celsius, time 8 hour. Solvent: CO (MeOH), CO (MeOH).